From a dataset of the Open Reaction Database (ORD), a public repository of structured organic reaction records. describe an organic reaction: reactants, conditions, products, and yield The reactants are C(C)(C)(C)OC(=O)N1CC(C=2C=NC(=CC21)N(C2=CC=CC=C2)C)(C)C (3,3-Dimethyl-6-(methyl-phenyl-amino)-2,3-dihydro-pyrrolo[3,2-c]pyridine-1-carboxylic acid tert-butyl ester), Cl (HCl). Conditions: time 4 hour. The product is CC1(CNC2=C1C=NC(=C2)N(C2=CC=CC=C2)C)C ((3,3-Dimethyl-2,3-dihydro-1H-pyrrolo[3,2-c]pyridin-6-yl)-methyl-phenyl-amine). As a reaction SMILES: C(OC([N:8]1[C:16]2[CH:15]=[C:14]([N:17]([CH3:24])[C:18]3[CH:23]=[CH:22][CH:21]=[CH:20][CH:19]=3)[N:13]=[CH:12][C:11]=2[C:10]([CH3:26])([CH3:25])[CH2:9]1)=O)(C)(C)C.Cl>>[CH3:25][C:10]1([CH3:26])[C:11]2[CH:12]=[N:13][C:14]([N:17]([CH3:24])[C:18]3[CH:23]=[CH:22][CH:21]=[CH:20][CH:19]=3)=[CH:15][C:16]=2[NH:8][CH2:9]1. Procedure details: 3,3-Dimethyl-6-(methyl-phenyl-amino)-2,3-dihydro-pyrrolo[3,2-c]pyridine-1-carboxylic acid tert-butyl ester (112 mg, 0.32 mmol) was treated with HCl (saturated solution in EtOAc) and stirred for 4 h. The mixture was then evaporated to dryness in vacuo to give a colourless gum which was used directly in the next step without further purification. Starting materials: O=C([O-])[O-], CS(C)=O, CCOC(C)=O, Oc1cnc(C(F)(F)F)c(Cl)c1, O=Cc1ccc(F)cc1, [K+], [K+]. Yields the product O=Cc1ccc(Oc2cnc(C(F)(F)F)c(Cl)c2)cc1. As a reaction SMILES: [C:22](=[O:23])([O-:24])[O-:25].[CH3:28][S:29]([CH3:30])=[O:31].[CH3:32][CH2:33][O:34][C:35]([CH3:36])=[O:37].[Cl:1][c:2]1[cH:3][c:4]([OH:12])[cH:5][n:6][c:7]1[C:8]([F:9])([F:10])[F:11].[F:13][c:14]1[cH:15][cH:16][c:17]([CH:18]=[O:19])[cH:20][cH:21]1.[K+:26].[K+:27]>>[Cl:1][c:2]1[cH:3][c:4]([O:12][c:14]2[cH:15][cH:16][c:17]([CH:18]=[O:19])[cH:20][cH:21]2)[cH:5][n:6][c:7]1[C:8]([F:9])([F:10])[F:11].